Dataset: the Open Reaction Database (ORD), a public repository of structured organic reaction records. Task: describe an organic reaction: reactants, conditions, products, and yield The reactants are C(C)[C@@](C(=O)O)(C)OS(=O)(=O)C(F)(F)F (ethyl 2(R)-trifluoromethanesulphonyloxypropionic acid), [H-].[Na+] (sodium hydride), OC1CN(CCC1C1=CC=C(C=C1)OCCCOCC1=C(C=CC=C1)OC)C(=O)OC(C)(C)C (tert-butyl 3-hydroxy-4-{4-[3-(2-methoxybenzyloxy)propoxy]phenyl}piperidine-1-carboxylate), O1CCCC1 (tetrahydrofuran). Conditions: time 5 hour. Yields the product C(C)OC(=O)[C@H](C)OC1CN(CCC1C1=CC=C(C=C1)OCCCOCC1=C(C=CC=C1)OC)C(=O)OC(C)(C)C (tert-Butyl 3-(1(S)-ethoxycarbonylethoxy)-4-{4-[3-(2-methoxybenzyloxy)propoxy]phenyl}piperidine-1-carboxylate), SiO2. RXN SMILES: C([C@:3]([O:8]S(C(F)(F)F)(=O)=O)([CH3:7])[C:4]([OH:6])=[O:5])C.[H-].[Na+].O[CH:19]1[CH:24]([C:25]2[CH:30]=[CH:29][C:28]([O:31][CH2:32][CH2:33][CH2:34][O:35][CH2:36][C:37]3[CH:42]=[CH:41][CH:40]=[CH:39][C:38]=3[O:43][CH3:44])=[CH:27][CH:26]=2)[CH2:23][CH2:22][N:21]([C:45]([O:47][C:48]([CH3:51])([CH3:50])[CH3:49])=[O:46])[CH2:20]1.O1CC[CH2:54][CH2:53]1>>[CH2:53]([O:6][C:4]([C@@H:3]([O:8][CH:23]1[CH:24]([C:25]2[CH:30]=[CH:29][C:28]([O:31][CH2:32][CH2:33][CH2:34][O:35][CH2:36][C:37]3[CH:42]=[CH:41][CH:40]=[CH:39][C:38]=3[O:43][CH3:44])=[CH:27][CH:26]=2)[CH2:19][CH2:20][N:21]([C:45]([O:47][C:48]([CH3:49])([CH3:50])[CH3:51])=[O:46])[CH2:22]1)[CH3:7])=[O:5])[CH3:54] |f:1.2|. Procedure details: 0.32 ml of ethyl 2(R)-trifluoromethanesulphonyloxypropionic acid and 0.075 g of sodium hydride dispersion (55%) are added at −45° C. to the solution of 0.733 g of tert-butyl 3-hydroxy-4-{4-[3-(2-methoxybenzyloxy)propoxy]phenyl}piperidine-1-carboxylate in 5 ml of tetrahydrofuran. The reaction mixture is stirred at room temperature over 5 hours and subsequently poured onto water. The mixture is extracted with ethyl acetate (2×). The combined organic phases are washed with brine, dried over sodium ...